This data is from the Open Reaction Database (ORD), a public repository of structured organic reaction records. The task is: describe an organic reaction: reactants, conditions, products, and yield Starting materials: O=C([O-])[O-], CN(C)C=O, Cn1c(C(F)(F)F)cc(=O)n(-c2cc(F)c([N+](=O)[O-])cc2F)c1=O, [K+], [K+], O, COC(=O)COc1ncccc1O. Product: COC(=O)COc1ncccc1Oc1cc(-n2c(=O)cc(C(F)(F)F)n(C)c2=O)c(F)cc1[N+](=O)[O-]. Reaction SMILES: [C:43](=[O:44])([O-:45])[O-:46].[CH3:38][N:39]([CH3:40])[CH:41]=[O:42].[F:14][c:15]1[c:16]([N+:35](=[O:36])[O-:37])[cH:17][c:18]([F:34])[c:19](-[n:21]2[c:22](=[O:33])[n:23]([CH3:32])[c:24]([C:28]([F:29])([F:30])[F:31])[cH:25][c:26]2=[O:27])[cH:20]1.[K+:47].[K+:48].[OH2:49].[OH:1][c:2]1[c:3]([O:8][CH2:9][C:10](=[O:11])[O:12][CH3:13])[n:4][cH:5][cH:6][cH:7]1>>[O:1]([c:2]1[c:3]([O:8][CH2:9][C:10](=[O:11])[O:12][CH3:13])[n:4][cH:5][cH:6][cH:7]1)[c:15]1[c:16]([N+:35](=[O:36])[O-:37])[cH:17][c:18]([F:34])[c:19](-[n:21]2[c:22](=[O:33])[n:23]([CH3:32])[c:24]([C:28]([F:29])([F:30])[F:31])[cH:25][c:26]2=[O:27])[cH:20]1. The reactants are 50.7, NC=1C2=C(N=CN1)OC(N2CC2=CC=C(C=C2)F)=NC2CCN(CC2)C(=O)OCC (ethyl 4-[[7-amino-1-[(4-fluorophenyl)-methyl]oxazolo[5,4-d]pyrimidin-2(1H)-yliden]amino]-1-piperidinecarboxylate), P(=O)(Cl)(Cl)Cl (phosphoryl chloride). Run at time 90 minute. The product is 21.6, ClC1=C2N(C(=NC2=NC=N1)NC1CCN(CC1)C(=O)OCC)CC1=CC=C(C=C1)F (ethyl 4-[[6-chloro-7-[(4-fluorophenyl)methyl]-7H-purin-8-yl]amino]-1-piperidinecarboxylate). Isolated yield 41.5%. RXN SMILES: [NH2:1][C:2]1[C:3]2[N:10]([CH2:11][C:12]3[CH:17]=[CH:16][C:15]([F:18])=[CH:14][CH:13]=3)[C:9](=[N:19][CH:20]3[CH2:25][CH2:24][N:23]([C:26]([O:28][CH2:29][CH3:30])=[O:27])[CH2:22][CH2:21]3)O[C:4]=2[N:5]=[CH:6][N:7]=1.P(Cl)(Cl)([Cl:33])=O>>[Cl:33][C:4]1[N:5]=[CH:6][N:7]=[C:2]2[C:3]=1[N:10]([CH2:11][C:12]1[CH:17]=[CH:16][C:15]([F:18])=[CH:14][CH:13]=1)[C:9]([NH:19][CH:20]1[CH2:21][CH2:22][N:23]([C:26]([O:28][CH2:29][CH3:30])=[O:27])[CH2:24][CH2:25]1)=[N:1]2. Procedure: A mixture of 50.7 parts of ethyl 4-[[7-amino-1-[(4-fluorophenyl)-methyl]oxazolo[5,4-d]pyrimidin-2(1H)-yliden]amino]-1-piperidinecarboxylate and 3050 parts of phosphoryl chloride was stirred for 90 minutes at reflux temperature. The reaction mixture was evaporated. The residue was poured into ice water. The whole was treated with ammonium hydroxide. The product was extracted with 4-methyl-2-pentanone. The extract was washed with water, dried, filtered and evaporated. The residue was purified by c... Starting materials: CCO, COC(=O)C=Cc1ccc(N)c([N+](=O)[O-])c1, O, O, Cl[Sn]Cl. The product is COC(=O)C=Cc1ccc(N)c(N)c1. RXN SMILES: [CH3:22][CH2:23][OH:24].[NH2:1][c:2]1[c:3]([N+:14]([O-:15])=[O:16])[cH:4][c:5]([CH:8]=[CH:9][C:10](=[O:11])[O:12][CH3:13])[cH:6][cH:7]1.[OH2:17].[OH2:18].[Sn:19]([Cl:20])[Cl:21]>>[NH2:1][c:2]1[c:3]([NH2:14])[cH:4][c:5]([CH:8]=[CH:9][C:10](=[O:11])[O:12][CH3:13])[cH:6][cH:7]1. Reaction conditions: temperature 10 celsius. Product: S1C=NC(=C1)C1=C(C=CC=C1)O (2-(Thiazol-4-yl)phenol). Run in CC(=O)C (acetone). RXN SMILES: C([O:4][C:5]1[CH:10]=[CH:9][CH:8]=[CH:7][C:6]=1[C:11](=O)[CH2:12]Br)(=O)C.[CH:15]([NH2:17])=[S:16].C(N)=O>CC(C)=O>[S:16]1[CH:12]=[C:11]([C:6]2[CH:7]=[CH:8][CH:9]=[CH:10][C:5]=2[OH:4])[N:17]=[CH:15]1. Procedure details: o-(Bromoacetyl)phenyl acetate (5.0 g, 19.5 mmol) was treated with crude thioformamide (filtrate concentrated in vacuo from reaction of P2S5 (1.1 eq.) and (25 mmol) formamide in THF (30-40° C., 5 hours)) in refluxing acetone (60 mL). After 16 hours the reaction mixture was cooled to about 10° C. and the precipitated HBr salt of 2-(thiazol-4-yl)phenol was recovered. 31%, 1.50 g, LSIMS m/z=178 (MH+). Starting materials: C(C)(=O)OC1=C(C=CC=C1)C(CBr)=O (o-(Bromoacetyl)phenyl acetate), C(=S)N (thioformamide), C(=O)N (formamide). The reactants are BrCCCCCl (1-bromo-4-chlorobutane), 28.3, CC(=C)N1C(NC2=C1C=CC=C2)=O (1,3-dihydro-1-(1-methylethenyl)-2H-benzimidazol-2-one), [OH-].[Na+] (sodium hydroxide). Reagents/catalysts: [Cl-].C(C)[N+](CC1=CC=CC=C1)(CC)CC (N,N,N-triethylbenzenemethanaminium chloride). The solvent is O (water). Run at time 5 hour. The product is ClCCCCN1C(N(C2=C1C=CC=C2)C(=C)C)=O (1-(4-chlorobutyl)-1,3-dihydro-3-(1-methylethenyl)-2H-benzimidazol-2-one). RXN SMILES: [CH3:1][C:2]([N:4]1[C:8]2[CH:9]=[CH:10][CH:11]=[CH:12][C:7]=2[NH:6][C:5]1=[O:13])=[CH2:3].[OH-].[Na+].Br[CH2:17][CH2:18][CH2:19][CH2:20][Cl:21]>[Cl-].C([N+](CC)(CC)CC1C=CC=CC=1)C.O>[Cl:21][CH2:20][CH2:19][CH2:18][CH2:17][N:6]1[C:7]2[CH:12]=[CH:11][CH:10]=[CH:9][C:8]=2[N:4]([C:2]([CH3:1])=[CH2:3])[C:5]1=[O:13] |f:1.2,4.5|. Procedure: To a stirred and hot (50° C.) mixture of 28.3 parts of 1,3-dihydro-1-(1-methylethenyl)-2H-benzimidazol-2-one, 5 parts of N,N,N-triethylbenzenemethanaminium chloride and 225 parts of a sodium hydroxide solution 60% are added dropwise, during a 30 minutes-period, 33.7 parts of 1-bromo-4-chlorobutane. Upon completion, stirring is continued for 5 hours at 60° C. The reaction mixture is cooled, water is added and the product is extracted with methylbenzene. The extract is dried, filtered and evaporat... Starting materials: O.C1(=CC(O)=CC(C)=C1)O (Orcinol monohydrate), ClC1=C(C=C(C=C1)C(F)(F)F)S(=O)(=O)Cl (2-chloro-5-trifluoromethylbenzenesulfonyl chloride). The solvent is C(=O)(O)[O-].[Na+] (NaHCO3), C(C)OCC (diethyl ether), O (water). Reaction conditions: time 8 hour. Product: ClC1=C(C=C(C=C1)C(F)(F)F)S(=O)(=O)OC=1C=C(C=C(C1)C)O (3-(2-Chloro-5-trifluoromethylphenylsulfonyloxy)-5-methylphenol). Yield: 40.9%. Reaction SMILES: O.[C:2]1([OH:10])[CH:9]=[C:7]([CH3:8])[CH:6]=[C:4]([OH:5])[CH:3]=1.[Cl:11][C:12]1[CH:17]=[CH:16][C:15]([C:18]([F:21])([F:20])[F:19])=[CH:14][C:13]=1[S:22](Cl)(=[O:24])=[O:23]>C([O-])(O)=O.[Na+].C(OCC)C.O>[Cl:11][C:12]1[CH:17]=[CH:16][C:15]([C:18]([F:20])([F:19])[F:21])=[CH:14][C:13]=1[S:22]([O:5][C:4]1[CH:3]=[C:2]([OH:10])[CH:9]=[C:7]([CH3:8])[CH:6]=1)(=[O:24])=[O:23] |f:0.1,3.4|. Procedure: Orcinol monohydrate (1.42 g, 10.0 mmol) and 2-chloro-5-trifluoromethylbenzenesulfonyl chloride (2.79 g, 10.0 mmol) were mixed in saturated aqueous NaHCO3 (30 mL) and diethyl ether (30 mL). The biphasic mixture was stirred vigorously at ambient temperature overnight. The reaction mixture was diluted with water (50 mL) and extracted into ethyl acetate (3×50 mL). The organic phase was washed with brine (2×50 mL) and dried over Na2SO4. After removing the solvent in vacuo, the residue was purified by... RXN SMILES: [NH2:1][CH2:2][C:3]1[CH:9]=[CH:8][CH:7]=[CH:6][C:4]=1[NH2:5].Cl[C:11]([O:13][CH3:14])=[O:12]>C(Cl)Cl.C(N(C(C)C)CC)(C)C>[CH3:14][O:13][C:11]([NH:1][CH2:2][C:3]1[CH:9]=[CH:8][CH:7]=[CH:6][C:4]=1[NH2:5])=[O:12]. The solvent is C(Cl)Cl (methylene chloride), C(C)(C)N(CC)C(C)C (diisopropylethylamine). Starting materials: ClC(=O)OC (methyl chloroformate), amine, NCC1=C(N)C=CC=C1 (2-(aminomethyl)aniline). Reported procedure: The amine component employed is obtained starting from 2.0 g of 2-(aminomethyl)aniline, dissolved in 30 ml of methylene chloride, by reaction with 1.3 ml of methyl chloroformate in the presence of 3.1 ml of diisopropylethylamine at 5° C. After purification over 80 g of silica gel (mobile phase A), 2-(methoxycarbonylaminomethyl)aniline is obtained: Rf (A)=0.23; Rf (Z)=0.31. Product: COC(=O)NCC1=C(N)C=CC=C1 (2-(methoxycarbonylaminomethyl)aniline). Starting materials: C(C(C)(C)C)(=O)OCN=[N+]=[N-] (azidomethyl pivalate), O.C(CCC)O (butanol water), C(C#C)OC=1C=CC(=NC1)N1N=NN=C1 (5-(prop-2-ynyloxy)-2-(1H-tetrazol-1-yl)pyridine), O=C1C(O)=C([O-])[C@H](O1)[C@@H](O)CO.[Na+] (sodium ascorbate), solution, solution. The reagents and catalysts are S(=O)(=O)([O-])[O-].[Cu+2] (copper sulfate). The solvent is O (water), O (water), O (Water). Run at time 72 hour. Yields the product C(C(C)(C)C)(=O)OCN1N=NC(=C1)COC=1C=NC(=CC1)N1N=NN=C1 ((4-((6-(1H-Tetrazol-1-yl)pyridin-3-yloxy)methyl)-1H-1,2,3-triazol-1-yl)methyl pivalate). Reaction SMILES: [C:1]([O:7][CH2:8][N:9]=[N+:10]=[N-:11])(=[O:6])[C:2]([CH3:5])([CH3:4])[CH3:3].O.C(O)CCC.[CH2:18]([O:21][C:22]1[CH:23]=[CH:24][C:25]([N:28]2[CH:32]=[N:31][N:30]=[N:29]2)=[N:26][CH:27]=1)[C:19]#[CH:20].O=C1O[C@H]([C@H](CO)O)C([O-])=C1O.[Na+]>O.S([O-])([O-])(=O)=O.[Cu+2]>[C:1]([O:7][CH2:8][N:9]1[CH:20]=[C:19]([CH2:18][O:21][C:22]2[CH:27]=[N:26][C:25]([N:28]3[CH:32]=[N:31][N:30]=[N:29]3)=[CH:24][CH:23]=2)[N:11]=[N:10]1)(=[O:6])[C:2]([CH3:5])([CH3:4])[CH3:3] |f:1.2,4.5,7.8|. Procedure details: To a solution of azidomethyl pivalate (4.26 g, 27.1 mmol) in 1:1 text -butanol water (90 mL total) was added 5-(prop-2-ynyloxy)-2-(1H-tetrazol-1-yl)pyridine (5.45 g, 27.1 mmol), sodium ascorbate (1.4 mL of a 1M solution in water) and copper sulfate (1.4 mL of a 1M solution in water). The solution was stirred at room temperature for 72 hours. Water was added and the suspension was extracted with ethyl acetate. The organic layer was separated, dried over sodium sulfate, filtered and concentrated i... The reactants are CN(S(=O)(=O)CCCCl)C (3-chloro-propane-1-sulfonic acid dimethylamide), CNC (dimethylamine), C([O-])([O-])=O.[K+].[K+] (potassium carbonate), [I-].[K+] (potassium iodide). Solvent: CC#N (MeCN), O (water). Reaction conditions: temperature 65 celsius. Product: CN(S(=O)(=O)CCCN(C)C)C (3-Dimethylamino-propane-1-sulfonic acid dimethylamide). The yield is 68.6%. As a reaction SMILES: [CH3:1][N:2]([CH3:10])[S:3]([CH2:6][CH2:7][CH2:8]Cl)(=[O:5])=[O:4].[CH3:11][NH:12][CH3:13].C(=O)([O-])[O-].[K+].[K+].[I-].[K+]>CC#N.O>[CH3:1][N:2]([CH3:10])[S:3]([CH2:6][CH2:7][CH2:8][N:12]([CH3:13])[CH3:11])(=[O:5])=[O:4] |f:2.3.4,5.6|. Reported procedure: A solution of 3-chloro-propane-1-sulfonic acid dimethylamide (0.55 g, 3.00 mmol) in MeCN (5 mL) was treated with dimethylamine (2 M in THF; 10 mL, 20 mmol), potassium carbonate (455 mg, 3.30 mmol) and a catalytic amount of potassium iodide (50 mg, 0.03 mmol). This mixture was heated in a sealed tube at 65° C. for 18 hours, then cooled and diluted with water and extracted into EtOAc. The organic extract was washed with brine then dried (Na2SO4), filtered and concentrated in vacuo to afford the ti...